Dataset: the Open Reaction Database (ORD), a public repository of structured organic reaction records. Task: describe an organic reaction: reactants, conditions, products, and yield Starting materials: [N+](=O)([O-])C1=CC=C(C=N1)CC(=O)OCC (ethyl (6-nitro-3-pyridinyl)acetate), [H-].[H-].[H-].[H-].[Li+].[Al+3] (LiAlH4). Run in O1CCCC1 (tetrahydrofuran). Reaction conditions: time 2 hour. Product: NC1=CC=C(C=N1)CCO (2-(6-amino-3-pyridinyl)ethanol). RXN SMILES: [N+:1]([C:4]1[N:9]=[CH:8][C:7]([CH2:10][C:11](OCC)=[O:12])=[CH:6][CH:5]=1)([O-])=O.[H-].[H-].[H-].[H-].[Li+].[Al+3]>O1CCCC1>[NH2:1][C:4]1[N:9]=[CH:8][C:7]([CH2:10][CH2:11][OH:12])=[CH:6][CH:5]=1 |f:1.2.3.4.5.6|. Procedure: To a solution of ethyl (6-nitro-3-pyridinyl)acetate (468 mg, 2.60 mmol) in tetrahydrofuran was added LiAlH4 and stirred for 2 h at room temperature. The reaction was quenched with saturated 25% NH3 aqueous solution and the precipitate was removed. The filtrate was concentrated to give a title compound as yellow oil.